Dataset: the Open Reaction Database (ORD), a public repository of structured organic reaction records. Task: describe an organic reaction: reactants, conditions, products, and yield Procedure details: To a solution of 2-(5-chloro-2-((2-(trimethylsilyl)ethoxy)methyl)-2H-indazol-7-yl)acetonitrile (2.47 g, 7.25 mmol) in methanol (36 mL) was added sodium hydroxide (25% in water, 12 mL). The reaction was warmed to reflux and held there overnight. The reaction was cooled to room temperature, concentrated to remove the methanol. The resulting residue was diluted with diethyl ether (20 mL), cooled to 0° C., and made acidic by the cautious addition of concentrated hydrochloric acid with stirring. The ... Reaction conditions: time 8 hour. The product is ClC1=CC2=CN(N=C2C(=C1)CC(=O)O)COCC[Si](C)(C)C (2-(5-Chloro-2-((2-(trimethylsilyl)ethoxy)methyl)-2H-indazol-7-yl)acetic acid). Starting materials: ClC1=CC2=CN(N=C2C(=C1)CC#N)COCC[Si](C)(C)C (2-(5-chloro-2-((2-(trimethylsilyl)ethoxy)methyl)-2H-indazol-7-yl)acetonitrile), [OH-].[Na+] (sodium hydroxide), CO (methanol). Reaction SMILES: [Cl:1][C:2]1[CH:10]=[C:9]([CH2:11][C:12]#N)[C:8]2[C:4](=[CH:5][N:6]([CH2:14][O:15][CH2:16][CH2:17][Si:18]([CH3:21])([CH3:20])[CH3:19])[N:7]=2)[CH:3]=1.[OH-:22].[Na+].C[OH:25]>>[Cl:1][C:2]1[CH:10]=[C:9]([CH2:11][C:12]([OH:25])=[O:22])[C:8]2[C:4](=[CH:5][N:6]([CH2:14][O:15][CH2:16][CH2:17][Si:18]([CH3:21])([CH3:20])[CH3:19])[N:7]=2)[CH:3]=1 |f:1.2|. The reactants are C(C1=CC=CC=C1)(C1=CC=CC=C1)(C1=CC=CC=C1)N1C=NC(=C1)CC1=CC=C(C=C1)C#N (1-trityl-4-(4-cyanobenzyl)imidazole), ClCCl (dichloromethane), C1(=CC=CC=C1)C1=NC=C(C=C1)CO (2-phenyl-5-hydroxymethylpyridine), C(C)(C)N(CC)C(C)C (diisopropylethylamine), FC(S(=O)(=O)OS(=O)(=O)C(F)(F)F)(F)F (trifluoromethanesulfonic anhydride), ClCCl (dichloromethane). Run at temperature -78 celsius, time 15 minute. Product: Cl.C1(=CC=CC=C1)C1=NC=C(C=C1)CN1C=NC=C1CC1=CC=C(C=C1)C#N (1-(2-Phenylpyrid-5-ylmethyl)-5-(4-cyanobenzyl) imidazole hydrochloride salt). Reaction SMILES: [C:1]1([C:7]2[CH:12]=[CH:11][C:10]([CH2:13]O)=[CH:9][N:8]=2)[CH:6]=[CH:5][CH:4]=[CH:3][CH:2]=1.C(N(C(C)C)CC)(C)C.FC(F)(F)S(OS(C(F)(F)F)(=O)=O)(=O)=O.C([N:58]1[CH:62]=[C:61]([CH2:63][C:64]2[CH:69]=[CH:68][C:67]([C:70]#[N:71])=[CH:66][CH:65]=2)[N:60]=[CH:59]1)(C1C=CC=CC=1)(C1C=CC=CC=1)C1C=CC=CC=1.[Cl:72]CCl>>[ClH:72].[C:1]1([C:7]2[CH:12]=[CH:11][C:10]([CH2:13][N:60]3[C:61]([CH2:63][C:64]4[CH:69]=[CH:68][C:67]([C:70]#[N:71])=[CH:66][CH:65]=4)=[CH:62][N:58]=[CH:59]3)=[CH:9][N:8]=2)[CH:6]=[CH:5][CH:4]=[CH:3][CH:2]=1 |f:5.6|. Procedure: To a solution of 2-phenyl-5-hydroxymethylpyridine (264 mg, 1.43 mmol) and diisopropylethylamine (0.522 mL, 3.00 mmol) in dichloromethane (10 mL) at -78° C. was added trifluoromethanesulfonic anhydride (0.252 mL, 1.50 mmol) and the mixture stirred at -78° C. for 15 minutes. To this mixture was added a solution of 1-trityl-4-(4-cyanobenzyl)imidazole (608 mg, 1.43 mmol) in dichloromethane (9 mL). The mixture was allowed to warm to ambient temperature and stirred for 16 hours. The solvent was evapor... Reactants: [N+](=O)([O-])C1=CC(=C(C=C1)N)N (4-nitro-o-phenylenediamine), O.O.C(C(=O)O)(=O)O (oxalic acid dihydrate), Cl (hydrochloric acid). Yields the product OC1=NC2=CC=C(C=C2N=C1O)[N+](=O)[O-] (2,3-dihydroxy-6-nitroquinoxaline). Isolated yield 74.6%. RXN SMILES: [N+:1]([C:4]1[CH:9]=[CH:8][C:7]([NH2:10])=[C:6]([NH2:11])[CH:5]=1)([O-:3])=[O:2].O.O.[C:14](O)(=[O:18])[C:15](O)=[O:16].Cl>>[OH:16][C:15]1[C:14]([OH:18])=[N:11][C:6]2[C:7](=[CH:8][CH:9]=[C:4]([N+:1]([O-:3])=[O:2])[CH:5]=2)[N:10]=1 |f:1.2.3|. Procedure: A mixture of 225 g (1.47 moles) of 4-nitro-o-phenylenediamine, 375 g. (2.97 moles) of oxalic acid dihydrate and 2250 ml. of 6 N hydrochloric acid is combined in a 3 necked 5 liter round bottom flask which is fitted with a reflux condenser and a teflon paddle stirrer. The suspension is heated at reflux temperature for one hour and allowed to stand at room temperature over night. The material is filtered and the dark brown solid collected is washed with five 300 ml. portions of hot distilled water... Starting materials: ClC1=C(SC=C1)C1CC(CC(C1)=O)=O (5-(3-chlorothiophen-2-yl)cyclohexane-1,3-dione), C(C)(=O)O (acetic acid), CN(C)C1=NC=CC=C1 (dimethylaminopyridine), C1(CCCCC1)N=C=NC1CCCCC1 (dicyclohexylcarbodiimide). Run in CN(C=O)C (dimethylformamide). Conditions: time 13 hour. Yields the product ClC1=C(SC=C1)C1CC(C(C(C1)=O)=C(C)O)=O (5-(3-chlorothiophen-2-yl)-2-(1-hydroxyethylidene)-cyclohexane-1,3-dione). Isolated yield 92.9%. RXN SMILES: [Cl:1][C:2]1[CH:6]=[CH:5][S:4][C:3]=1[CH:7]1[CH2:12][C:11](=[O:13])[CH2:10][C:9](=[O:14])[CH2:8]1.[C:15](O)(=[O:17])[CH3:16].CN(C1C=CC=CN=1)C.C1(N=C=NC2CCCCC2)CCCCC1>CN(C)C=O>[Cl:1][C:2]1[CH:6]=[CH:5][S:4][C:3]=1[CH:7]1[CH2:12][C:11](=[O:13])[C:10](=[C:15]([OH:17])[CH3:16])[C:9](=[O:14])[CH2:8]1. Procedure: To a solution of 5-(3-chlorothiophen-2-yl)cyclohexane-1,3-dione (2.0 g), acetic acid (0.90 g) and dimethylaminopyridine (1.6 g) in dimethylformamide (100 ml) was added dicyclohexylcarbodiimide (2.3 g), and the mixture was stirred at room temperature for 13 hours. Under reduced pressure, the solvent was evaporated, and to the residue was ethyl acetate. The mixture was washed with potassium hydrogensulfate solution and water, and to the mixture was added 1N sodium hydroxide solution. The aqueous l... Starting materials: C(C)(C)(C)OC(N(C)C)N(C)C (t-butoxybis(dimethylamino)-methane), C1=CN=C2N1C1=C(NC2=O)C=2C=CC=CC2C1 (5H,10H-imidazo[1,2-a]indeno[1,2-e]pyrazin-4-one), CN(C)C=C1C=2C=CC=CC2C=2NC(C=3N(C21)C=CN3)=O (10-Dimethylaminomethylene-5H,10H-imidazo-[1,2-a]indeno[1,2-e]pyrazin-4-one), O (water). Run in CN(C=O)C (dimethylformamide), dimethyl2formamide, CO (methanol). Conditions: time 30 minute. Product: CN(C)\C=C\1/C=2C=CC=CC2C=2NC(C=3N(C21)C=CN3)=O (E-dimethylaminomethylene-5H,10H-imidazo[1,2-a)indeno-[1,2-e]pyrazin-4-one). Reaction SMILES: [CH3:1][N:2]([CH:4]=[C:5]1[C:17]2[N:16]3[CH:18]=[CH:19][N:20]=[C:15]3[C:14](=[O:21])[NH:13][C:12]=2[C:11]2[CH:10]=[CH:9][CH:8]=[CH:7][C:6]1=2)[CH3:3].C(OC(N(C)C)N(C)C)(C)(C)C.C1N2C3CC4C=CC=CC=4C=3NC(=O)C2=NC=1.O>CN(C)C=O.CO>[CH3:3][N:2](/[CH:4]=[C:5]1\[C:6]2[CH:7]=[CH:8][CH:9]=[CH:10][C:11]=2[C:12]2[NH:13][C:14](=[O:21])[C:15]3[N:16]([CH:18]=[CH:19][N:20]=3)[C:17]\1=2)[CH3:1]. Procedure details: 10-Dimethylaminomethylene-5H,10H-imidazo-[1,2-a]indeno[1,2-e]pyrazin-4-one may be prepared in the following way: 6.3 g of t-butoxybis(dimethylamino)-methane are added dropwise over 5 minutes, at a temperature in the region of 25° C., to a suspension of 5.5 g of 5H,10H-imidazo[1,2-a]indeno[1,2-e]pyrazin-4-one in 100 ml of dimethylformamide. After stirring for 30 minutes at the same temperature, the mixture is poured into 500 ml of distilled water and extracted 5 times with 1.5 liters in total of ... Reaction conditions: time 5 hour. As a reaction SMILES: [H-].[Al+3].[Li+].[H-].[H-].[H-].[CH2:7]([C:11]1[NH:12][C:13]2[C:18]([C:19](=[O:21])[N:20]=1)=[CH:17][C:16]([C:22](OC)=[O:23])=[CH:15][CH:14]=2)[CH2:8][CH2:9][CH3:10].O>O1CCCC1>[CH2:7]([C:11]1[NH:12][C:13]2[C:18]([C:19](=[O:21])[N:20]=1)=[CH:17][C:16]([CH2:22][OH:23])=[CH:15][CH:14]=2)[CH2:8][CH2:9][CH3:10] |f:0.1.2.3.4.5|. Product: C(CCC)C=1NC2=CC=C(C=C2C(N1)=O)CO (2-Butyl-6-(hydroxymethyl)-4(1H)-quinazolinone). The reactants are [H-].[Al+3].[Li+].[H-].[H-].[H-] (lithium aluminum hydride), [H-].[Al+3].[Li+].[H-].[H-].[H-] (lithium aluminum hydride), C(CCC)C=1NC2=CC=C(C=C2C(N1)=O)C(=O)OC (methyl 2-butyl-1,4-dihydro-4-oxo-6-quinazolinecarboxylate), [H-].[Al+3].[Li+].[H-].[H-].[H-] (lithium aluminum hydride), O (water). The yield is 44.8%. The solvent is O1CCCC1 (tetrahydrofuran). Reported procedure: To a suspension of 0.013 g of lithium aluminum hydride in 5.0 ml of tetrahydrofuran is added 0.100 g of methyl 2-butyl-1,4-dihydro-4-oxo-6-quinazolinecarboxylate followed by stirring at room temperature for 5 hours. An additional 20 mg of lithium aluminum hydride is added and stirring continued for 18 hours. An additional 20 mg of lithium aluminum hydride is added and stirring continued for an additional 8 hours. The reaction mixture is poured into 75 ml of water and extracted with ethyl acetate...